Dataset: the Open Reaction Database (ORD), a public repository of structured organic reaction records. Task: describe an organic reaction: reactants, conditions, products, and yield The reactants are CN(C)C=O, O=C1NC(=O)C2CC12, [H-], CCCCCCCCI, [Na+], O. Yields the product CCCCCCCCN1C(=O)C2CC2C1=O. As a reaction SMILES: [CH3:20][N:21]([CH3:22])[CH:23]=[O:24].[CH:3]12[C:4](=[O:10])[NH:5][C:6](=[O:9])[CH:7]1[CH2:8]2.[H-:1].[I:11][CH2:12][CH2:13][CH2:14][CH2:15][CH2:16][CH2:17][CH2:18][CH3:19].[Na+:2].[OH2:25]>>[CH:3]12[C:4](=[O:10])[N:5]([CH2:12][CH2:13][CH2:14][CH2:15][CH2:16][CH2:17][CH2:18][CH3:19])[C:6](=[O:9])[CH:7]1[CH2:8]2. Starting materials: ClC(Cl)(OC(OC(Cl)(Cl)Cl)=O)Cl (Triphosgene), CCN(C(C)C)C(C)C (DIEA), Cl.Cl.NCCCCCCOC=1C=C(C=CC1)C1=CC=CC(=N1)C(=O)OC (Methyl 6-(3-(6-aminohexyloxy)phenyl)picolinate dihydrochloride), CCN(C(C)C)C(C)C (DIEA). The solvent is C(Cl)(Cl)Cl (CHCl3), C(Cl)(Cl)Cl (CHCl3). Conditions: time 30 minute. The product is N(=C=O)CCCCCCOC=1C=C(C=CC1)C1=CC=CC(=N1)C(=O)OC (Methyl 6-(3-(6-isocyanatohexyloxy)phenyl)picolinate). As a reaction SMILES: Cl.Cl.[NH2:3][CH2:4][CH2:5][CH2:6][CH2:7][CH2:8][CH2:9][O:10][C:11]1[CH:12]=[C:13]([C:17]2[N:22]=[C:21]([C:23]([O:25][CH3:26])=[O:24])[CH:20]=[CH:19][CH:18]=2)[CH:14]=[CH:15][CH:16]=1.CCN(C(C)C)C(C)C.Cl[C:37](Cl)([O:39]C(=O)OC(Cl)(Cl)Cl)Cl>C(Cl)(Cl)Cl>[N:3]([CH2:4][CH2:5][CH2:6][CH2:7][CH2:8][CH2:9][O:10][C:11]1[CH:12]=[C:13]([C:17]2[N:22]=[C:21]([C:23]([O:25][CH3:26])=[O:24])[CH:20]=[CH:19][CH:18]=2)[CH:14]=[CH:15][CH:16]=1)=[C:37]=[O:39] |f:0.1.2|. Reported procedure: Methyl 6-(3-(6-aminohexyloxy)phenyl)picolinate dihydrochloride (19) (40 mg, 0.10 mmol) and DIEA (34 μL, 26 mg, 0.20 mmol) were dissolved in CHCl3 (0.7 mL). Triphosgene (14 mg, 0.047 mmol) was dissolved in CHCl3 (0.3 mL). The solutions were combined and a second portion of DIEA (34 μL, 26 mg, 0.20 mmol) was immediately added. The mixture was left to stand 30 min at RT and evaporated. The residue was dissolved in ethyl acetate and the precipitated DIEA hydrochloride was filtered off. The solvent w...